Dataset: the Open Reaction Database (ORD), a public repository of structured organic reaction records. Task: describe an organic reaction: reactants, conditions, products, and yield Starting materials: C1(=CC=CC=C1)C=1N=C2N(C=CC=N2)C1 (2-phenylimidazo(1,2-a)pyrimidine), C(C)(=O)O (acetic acid), N(=O)[O-].[Na+] (NaNO2), N(=O)[O-].[Na+] (NaNO2), C(C)(=O)O (acetic acid). Solvent: O (water), O (water). Run at temperature 5 celsius. Product: N(=O)C1=C(N=C2N1C=CC=N2)C2=CC=CC=C2 (3-nitroso-2-phenylimidazo(1,2-a)pyrimidine). Yield: 65.3%. RXN SMILES: [C:1]1([C:7]2[N:8]=[C:9]3[N:14]=[CH:13][CH:12]=[CH:11][N:10]3[CH:15]=2)[CH:6]=[CH:5][CH:4]=[CH:3][CH:2]=1.C(O)(=O)C.[N:20]([O-])=[O:21].[Na+]>O>[N:20]([C:15]1[N:10]2[CH:11]=[CH:12][CH:13]=[N:14][C:9]2=[N:8][C:7]=1[C:1]1[CH:2]=[CH:3][CH:4]=[CH:5][CH:6]=1)=[O:21] |f:2.3|. Procedure: A mixture of 20 g of 2-phenylimidazo(1,2-a)pyrimidine, 200 ml of glacial acetic acid and 20 ml of water is warmed with stirring until the solids are completely dissolved. The solution is next cooled to 5° C. in an ice/salt bath. A solution of 15 g of NaNO2 in 50 ml of water is added dropwise to the cooled acetic acid solution while the solution is kept between 0°-5° C. throughout the addition of NaNO2 solution and three hours thereafter. The reaction mixture is further stirred for 12 more hours ...